Task: describe an organic reaction: reactants, conditions, products, and yield. Dataset: the Open Reaction Database (ORD), a public repository of structured organic reaction records Starting materials: C(C)OC1=CC2=C(C=C1OCC)C1=C(CN(CC1)CC(C)=O)C(O2)=O (1,2,3,4-tetrahydro-8,9-diethoxy-3-(2-oxopropyl)-5H-[1]benzopyrano[3,4-c]pyridin-5-one), Cl (hydrogen chloride), CNC (dimethylamine), C1(=C(C(=C(C(=C1F)F)F)N)F)N.Cl.Cl (dihydrochloride). Solvent: CO (methanol). The product is Cl.Cl.CN(C(CN1CC2=C(CC1)C1=C(OC2=O)C=C(C(=C1)OCC)OCC)C)C (3-[2-(Dimethylamino)propyl]-1,2,3,4-tetrahydro-8,9-diethoxy-5H-[1]benzopyrano[3,4-c]pyridin-5-one dihydrochloride). As a reaction SMILES: [CH2:1]([O:3][C:4]1[C:9]([O:10][CH2:11][CH3:12])=[CH:8][C:7]2[C:13]3[CH2:18][CH2:17][N:16]([CH2:19][C:20](=O)[CH3:21])[CH2:15][C:14]=3[C:23](=[O:25])[O:24][C:6]=2[CH:5]=1)[CH3:2].[CH3:26][NH:27][CH3:28].C1(N)C(F)=C(F)C(F)=C(N)C=1F.[ClH:41].Cl.Cl>CO>[ClH:41].[ClH:41].[CH3:26][N:27]([CH3:28])[CH:20]([CH3:21])[CH2:19][N:16]1[CH2:17][CH2:18][C:13]2[C:7]3[CH:8]=[C:9]([O:10][CH2:11][CH3:12])[C:4]([O:3][CH2:1][CH3:2])=[CH:5][C:6]=3[O:24][C:23](=[O:25])[C:14]=2[CH2:15]1 |f:2.3.4,7.8.9|. Procedure: Prepared by the method described in Example 38 from 1,2,3,4-tetrahydro-8,9-diethoxy-3-(2-oxopropyl)-5H-[1]benzopyrano[3,4-c]pyridin-5-one (35.9 g, 0.10 moles) and dimethylamine (50 g, 1.11 moles). The product is converted to the dihydrochloride with gaseous hydrogen chloride in methanol. An additional recrystallization from methanol/diethyl ether yielded the final product (6.8 g), mp 210° C. (dec.). Reactants: C(#N)NC(CC1=CC=CC=C1)=O (N-cyano-2-phenyl-acetamide), C1CCOC1 (THF), BrCC(=O)N(CC(C)C)CC(=O)N1CC2=CC=CC=C2CC1 (2-bromo-N-[2-(3,4-dihydro-1H-isoquinolin-2-yl)-2-oxo-ethyl]-N-isobutyl-acetamide). Solvent: CN(C)C=O (DMF), CC(C)([O-])C.[K+] (potassium tert-butoxide), CN(C)C=O (DMF). Reaction conditions: temperature 0 celsius, time 20 minute. Product: C1N(CCC2=CC=CC=C12)C(CN(C(=O)CN(C(CC1=CC=CC=C1)=O)C#N)CC(C)C)=O (N-({[2-(3,4-dihydro-1H-isoquinolin-2-yl)-2-oxo-ethyl]-isobutyl-carbamoyl}-methyl)-N-cyano-2-phenyl-acetamide). Yield: 12.2%. RXN SMILES: [C:1]([NH:3][C:4](=[O:12])[CH2:5][C:6]1[CH:11]=[CH:10][CH:9]=[CH:8][CH:7]=1)#[N:2].C1COCC1.Br[CH2:19][C:20]([N:22]([CH2:27][C:28]([N:30]1[CH2:39][CH2:38][C:37]2[C:32](=[CH:33][CH:34]=[CH:35][CH:36]=2)[CH2:31]1)=[O:29])[CH2:23][CH:24]([CH3:26])[CH3:25])=[O:21]>CN(C=O)C.CC(C)([O-])C.[K+]>[CH2:31]1[C:32]2[C:37](=[CH:36][CH:35]=[CH:34][CH:33]=2)[CH2:38][CH2:39][N:30]1[C:28](=[O:29])[CH2:27][N:22]([CH2:23][CH:24]([CH3:25])[CH3:26])[C:20]([CH2:19][N:3]([C:1]#[N:2])[C:4](=[O:12])[CH2:5][C:6]1[CH:7]=[CH:8][CH:9]=[CH:10][CH:11]=1)=[O:21] |f:4.5|. Reported procedure: To a stirred solution of N-cyano-2-phenyl-acetamide (0.15 g, 0.9 mmol) (see Example 1) in DMF (5.0 mL), potassium tert-butoxide (0.9 mL of a 1.0 M THF solution, 0.9 mmol) was added dropwise at 0° C., under argon. The resulting mixture was stirred at 0° C. for 20 min, then at ambient temperature for 15 min. After this time, the resulting anion was added dropwise to a stirred solution of the 2-bromo-N-[2-(3,4-dihydro-1H-isoquinolin-2-yl)-2-oxo-ethyl]-N-isobutyl-acetamide (0.34 g, 0.9 mmol) from ab... Starting materials: CCN(CC)CCO, Cc1cc([N+](=O)[O-])ccc1F, [H-], [Na+], CN(C)C=O. Product: CCN(CC)CCOc1ccc([N+](=O)[O-])cc1C. As a reaction SMILES: [CH2:14]([CH3:15])[N:16]([CH2:17][CH2:18][OH:19])[CH2:20][CH3:21].[F:3][c:4]1[c:5]([CH3:13])[cH:6][c:7]([N+:10](=[O:11])[O-:12])[cH:8][cH:9]1.[H-:1].[Na+:2].[O:22]=[CH:23][N:24]([CH3:25])[CH3:26]>>[c:4]1([O:19][CH2:18][CH2:17][N:16]([CH2:14][CH3:15])[CH2:20][CH3:21])[c:5]([CH3:13])[cH:6][c:7]([N+:10](=[O:11])[O-:12])[cH:8][cH:9]1. Starting materials: CC1=NC=CC(=C1)C#CC=1N=C(NC1)C (2-methyl-4-(2-methyl-1H-imidazol-4-ylethynyl)-pyridine), Br.BrCC1=NC=CC=C1 (2-(Bromomethyl)pyridine hydrobromide), O (water), [H-].[Na+] (Sodium hydride). Solvent: C1CCOC1 (THF), C1CCOC1 (THF). Run at time 30 minute. The product is N1=C(C=CC=C1)CN1C(=NC(=C1)C#CC1=CC(=NC=C1)C)C (4-[1-(Pyridin-2-ylmethyl)-2-methyl-1H-imidazol-4-ylethynyl]-2-methyl-pyridine), solid. Yield: 25.0%. Reaction SMILES: [H-].[Na+].[CH3:3][C:4]1[CH:9]=[C:8]([C:10]#[C:11][C:12]2[N:13]=[C:14]([CH3:17])[NH:15][CH:16]=2)[CH:7]=[CH:6][N:5]=1.Br.Br[CH2:20][C:21]1[CH:26]=[CH:25][CH:24]=[CH:23][N:22]=1.O>C1COCC1>[N:22]1[CH:23]=[CH:24][CH:25]=[CH:26][C:21]=1[CH2:20][N:15]1[CH:16]=[C:12]([C:11]#[C:10][C:8]2[CH:7]=[CH:6][N:5]=[C:4]([CH3:3])[CH:9]=2)[N:13]=[C:14]1[CH3:17] |f:0.1,3.4|. Reported procedure: Sodium hydride (69 mg, 55%, 1.59 mmol) was suspended in 2 mL dry THF. A solution of 2-methyl-4-(2-methyl-1H-imidazol-4-ylethynyl)-pyridine (95 mg, 0.48 mmol) in 8 mL dry THF was added and the reaction mixture was stirred at room temperature for 30 min. 2-(Bromomethyl)pyridine hydrobromide (162 mg, 0.63 mmol) was added and stirring was continued overnight. The reaction mixture was poured into 70 mL water and extracted three times with ethyl acetate (70 mL each). The combined organic extracts were... Reactants: F[C@H]1[C@H]([C@@H](OC)O[C@@H]1COC(=O)C=1C(=CC=CC1)C)O (3-Deoxy-3-fluoro-1-O-methyl-5-O-toluoyl-α-D-ribofuranose), CC(=O)OI1(C=2C=CC=CC2C(=O)O1)(OC(=O)C)OC(=O)C (Dess-Martin periodinane). The solvent is ClCCl (dichloromethane). Run at temperature -40 celsius, time 2 hour. The product is F[C@H]1[C@]([C@@H](OC)O[C@@H]1COC(=O)C=1C(=CC=CC1)C)(O)C (3-Deoxy-3-fluoro-2-C-methyl-1-O-methyl-5-O-toluoyl-α-D-ribofuranose). Yield: 14.4%. As a reaction SMILES: [F:1][C@@H:2]1[C@@H:8]([CH2:9][O:10][C:11]([C:13]2[C:14]([CH3:19])=[CH:15][CH:16]=[CH:17][CH:18]=2)=[O:12])[O:7][C@H:4]([O:5][CH3:6])[C@@H:3]1[OH:20].[CH3:21]C(OI1(OC(C)=O)(OC(C)=O)OC(=O)C2C=CC=CC1=2)=O>ClCCl>[F:1][C@@H:2]1[C@@H:8]([CH2:9][O:10][C:11]([C:13]2[C:14]([CH3:19])=[CH:15][CH:16]=[CH:17][CH:18]=2)=[O:12])[O:7][C@H:4]([O:5][CH3:6])[C@:3]1([CH3:21])[OH:20]. Procedure details: The product from Step A (1.0 g, 3.5 mmol) and Dess-Martin periodinane (2.5 g) in dichloromethane (20 mL) were stirred overnight at room temperature and was then concentrated under reduced pressure. The residue was triturated with diethyl ether (50 mL) and filtered. The filtrate was washed with a solution of Na2S2O3.5H2O (12.5 g) in saturated aqueous sodium bicarbonate (100 mL), dried (MgSO4), filtered and evaporated. The residue was dissolved in anhydrous THF (50 mL). TiCla (3 mL) and methyl mag...